Task: describe an organic reaction: reactants, conditions, products, and yield. Dataset: the Open Reaction Database (ORD), a public repository of structured organic reaction records The reactants are CC1(C=2C=CC(=CC2C(=CC1)C=1SC=CC1)C(=O)OC1=CC=C(C(=O)OCC[Si](C)(C)C)C=C1)C (2-trimethylsilylethyl 4-[[(5,5-dimethyl-5,6-dihydro-8-(2-thienyl)-naphthalen-2-yl)carbonyl]oxy]-benzoate), [F-].C(CCC)[N+](CCCC)(CCCC)CCCC (tetrabutylammonium fluoride), solution. Run in C1CCOC1 (THF), C1CCOC1 (THF), CCOC(=O)C (EtOAc). Conditions: time 8 hour. Yields the product CC1(C=2C=CC(=CC2C(=CC1)C=1SC=CC1)C(=O)OC1=CC=C(C(=O)O)C=C1)C (4-[[(5,5-Dimethyl-5,6-dihydro-8-(2-thienyl)-naphthalen-2-yl)carbonyl]oxy]-benzoic acid). As a reaction SMILES: [CH3:1][C:2]1([CH3:35])[CH2:11][CH:10]=[C:9]([C:12]2[S:13][CH:14]=[CH:15][CH:16]=2)[C:8]2[CH:7]=[C:6]([C:17]([O:19][C:20]3[CH:34]=[CH:33][C:23]([C:24]([O:26]CC[Si](C)(C)C)=[O:25])=[CH:22][CH:21]=3)=[O:18])[CH:5]=[CH:4][C:3]1=2.[F-].C([N+](CCCC)(CCCC)CCCC)CCC>C1COCC1.CCOC(C)=O>[CH3:1][C:2]1([CH3:35])[CH2:11][CH:10]=[C:9]([C:12]2[S:13][CH:14]=[CH:15][CH:16]=2)[C:8]2[CH:7]=[C:6]([C:17]([O:19][C:20]3[CH:21]=[CH:22][C:23]([C:24]([OH:26])=[O:25])=[CH:33][CH:34]=3)=[O:18])[CH:5]=[CH:4][C:3]1=2 |f:1.2|. Reported procedure: To a solution of 2-trimethylsilylethyl 4-[[(5,5-dimethyl-5,6-dihydro-8-(2-thienyl)-naphthalen-2-yl)carbonyl]oxy]-benzoate (Compound E10, 100.0 mg, 0.198 mmol) in 2.0 mL THF at room temperature was added 155.3 mg of tetrabutylammonium fluoride (0.594 mmol 0.6 mL of a 1M solution in THF). After stirring overnight the reaction was diluted with EtOAc and washed with H2O and saturated aqueous NaCl before being dried over MgSO4. The solvents were removed under reduced pressure and the residue washed w...